From a dataset of the Open Reaction Database (ORD), a public repository of structured organic reaction records. describe an organic reaction: reactants, conditions, products, and yield Reactants: C1(OCCC12C(OCC2)=O)=O (2,7-dioxaspiro[4.4]nonane-1,6-dione). Solvent: O (water). The product is C(=O)=O (carbon dioxide), O1CCC(CC1)C(=O)O (tetrahydropyran-4-carboxylic acid), esters. Reaction SMILES: [C:1]1(=[O:11])[C:5]2([CH2:9][CH2:8][O:7][C:6]2=[O:10])[CH2:4][CH2:3][O:2]1>O>[C:1](=[O:11])=[O:2].[O:2]1[CH2:3][CH2:4][CH:5]([C:6]([OH:7])=[O:10])[CH2:9][CH2:8]1. Procedure details: The 2,7-dioxaspiro[4.4]nonane-1,6-dione II can preferably be reacted in molten (m.p.: 108° to 109° C.) or dissolved form, together with the alcohol III or water and, if appropriate, an inert gas such as nitrogen, carbon dioxide or argon, to give tetrahydropyran-4-carboxylic acid and its esters I. The reactants are NC1=NC(=C2N(C(N(C2=N1)CCO)=O)C)Cl (2-amino-6-chloro-9-(2-hydroxyethyl)-7-methyl-purin-8-one), O.NN (Hydrazine hydrate). The solvent is C(C)O (ethanol). Reaction conditions: temperature 105 celsius. The product is NC1=NC(=C2N(C(N(C2=N1)CCO)=O)C)NN (2-amino-6-hydrazino-9-(2-hydroxyethyl)-7-methyl-purin-8-one). Yield: 88.9%. As a reaction SMILES: [NH2:1][C:2]1[N:10]=[C:9]2[C:5]([N:6]([CH3:15])[C:7](=[O:14])[N:8]2[CH2:11][CH2:12][OH:13])=[C:4](Cl)[N:3]=1.O.[NH2:18][NH2:19]>C(O)C>[NH2:1][C:2]1[N:10]=[C:9]2[C:5]([N:6]([CH3:15])[C:7](=[O:14])[N:8]2[CH2:11][CH2:12][OH:13])=[C:4]([NH:18][NH2:19])[N:3]=1 |f:1.2|. Reported procedure: A mixture of 2-amino-6-chloro-9-(2-hydroxyethyl)-7-methyl-purin-8-one obtained in step 3 (8 g, 32.9 mmol), Hydrazine hydrate (16 ml, 32.9 mmol) and ethanol (300 ml) were heated at 100-110° C. for 16 hours. The reaction mixture was concentrated and solid obtained was filtered off and dried to obtain 2-amino-6-hydrazino-9-(2-hydroxyethyl)-7-methyl-purin-8-one (7 g, 89%) as an off white solid. The reactants are CC=1N(C2=NC(=NC(=C2N1)NCC(C1=CC=CC=C1)C1=CC=CC=C1)CC(=O)N)[C@@H]1O[C@@H]([C@H]([C@H]1O)O)CO (methyl 9-[(2R,3R,4S,5R)-3,4-dihydroxy-5-(hydroxymethyl)tetrahydro-2-furanyl]-6-[(2,2-diphenylethyl)amino]-9H-purine-2-carboxyamide), C(CN)N (1,2-ethylenediamine). Run in ClCCl (dichloromethane). Conditions: temperature 105 celsius. The product is NCCNC(=O)CC1=NC(=C2N=CN(C2=N1)[C@@H]1O[C@@H]([C@H]([C@H]1O)O)CO)NCC(C1=CC=CC=C1)C1=CC=CC=C1 (N-(2-Aminoethyl)-9-[(2R,3R,4S,5R)-3,4-dihydroxy-5-(hydroxymethyl)tetrahydro-2-furanyl]-6-[(2,2-diphenylethyl)amino]-9H-purine-2-carboxyamide). The yield is 76.2%. As a reaction SMILES: C[C:2]1[N:3]([C@H:30]2[C@H:34]([OH:35])[C@H:33]([OH:36])[C@@H:32]([CH2:37][OH:38])[O:31]2)[C:4]2[C:9]([N:10]=1)=[C:8]([NH:11][CH2:12][CH:13]([C:20]1[CH:25]=[CH:24][CH:23]=[CH:22][CH:21]=1)[C:14]1[CH:19]=[CH:18][CH:17]=[CH:16][CH:15]=1)[N:7]=[C:6]([CH2:26][C:27]([NH2:29])=[O:28])[N:5]=2.[CH2:39](N)[CH2:40][NH2:41]>ClCCl>[NH2:41][CH2:40][CH2:39][NH:29][C:27]([CH2:26][C:6]1[N:5]=[C:4]2[C:9]([N:10]=[CH:2][N:3]2[C@H:30]2[C@H:34]([OH:35])[C@H:33]([OH:36])[C@@H:32]([CH2:37][OH:38])[O:31]2)=[C:8]([NH:11][CH2:12][CH:13]([C:14]2[CH:19]=[CH:18][CH:17]=[CH:16][CH:15]=2)[C:20]2[CH:21]=[CH:22][CH:23]=[CH:24][CH:25]=2)[N:7]=1)=[O:28]. Procedure details: A mixture of methyl 9-[(2R,3R,4S,5R)-3,4-dihydroxy-5-(hydroxymethyl)tetrahydro-2-furanyl]-6-[(2,2-diphenylethyl)amino]-9H-purine-2-carboxyamide (Preparation 16) (0.52 g, 1.03 mmol) and 1,2-ethylenediamine (0.6 g, 10 mmol) was heated at 105° C. for 3 hours. The mixture was dissolved in a little dichloromethane and purified by column chromatography on silica gel eluting with dichloromethane:methanol:concentrated aqueous ammonia (85:15:1.5, by volume). After evaporation of appropriate fractions the... Reactants: NC=1C(=CC(=C(C1)NC(C(=O)OC1COCC1OC(C)=O)C)Cl)F (4-acetoxytetrahydrofuran-3-yl 2-[(5-amino-2-chloro-4-fluorophenyl)amino]propionate), C1(C=2C(C(=O)O1)=CC=CC2)=O (phthalic anhydride), C(C)(=O)O (acetic acid). The solvent is O (Water). The product is ClC1=C(C=C(C(=C1)F)N1C(C=2C(C1=O)=CC=CC2)=O)NC(C(=O)OC2COCC2OC(C)=O)C (4-Acetoxytetrahydrofuran-3-yl 2-[(2-Chloro-4-fluoro-5-phthalimidophenyl)amino]propionate). Isolated yield 89.8%. As a reaction SMILES: [NH2:1][C:2]1[C:3]([F:24])=[CH:4][C:5]([Cl:23])=[C:6]([NH:8][CH:9]([CH3:22])[C:10]([O:12][CH:13]2[CH:17]([O:18][C:19](=[O:21])[CH3:20])[CH2:16][O:15][CH2:14]2)=[O:11])[CH:7]=1.[C:25]1(=O)[O:30][C:28](=[O:29])[C:27]2=[CH:31][CH:32]=[CH:33][CH:34]=[C:26]12.C(O)(=O)C>O>[Cl:23][C:5]1[CH:4]=[C:3]([F:24])[C:2]([N:1]2[C:28](=[O:29])[C:27]3=[CH:31][CH:32]=[CH:33][CH:34]=[C:26]3[C:25]2=[O:30])=[CH:7][C:6]=1[NH:8][CH:9]([CH3:22])[C:10]([O:12][CH:13]1[CH:17]([O:18][C:19](=[O:21])[CH3:20])[CH2:16][O:15][CH2:14]1)=[O:11]. Procedure: A mixture of 1.62 g of 4-acetoxytetrahydrofuran-3-yl 2-[(5-amino-2-chloro-4-fluorophenyl)amino]propionate, 0.80 g of phthalic anhydride, and 10 ml of acetic acid was heated under reflux for 3 hours while stirring. Water was added to the reaction mixture, and the semi-solid formed was collected by filtration, dissolved in ethyl acetate, washed successively with a saturated aqueous solution of sodium hydrogencarbonate and a saturated aqueous solution of sodium chloride, and dried over anhydrous ma... Starting materials: S(N)(=O)(=O)C1=C(SC=C1)C(=O)OC (METHYL 3-SULFAMOYLTHIOPHENE-2-CARBOXYLATE). Solvent: C[O-].[Na+] (sodium methylate). The product is O=C1NS(C2=C1SC=C2)(=O)=O (2,3-DIHYDRO-3-OXOTHIENO-[2,3-d]-ISOTHIAZOLE-1,1-DIOXIDE). RXN SMILES: [S:1]([C:5]1[CH:9]=[CH:8][S:7][C:6]=1[C:10]([O:12]C)=O)(=[O:4])(=[O:3])[NH2:2]>C[O-].[Na+]>[O:12]=[C:10]1[C:6]2[S:7][CH:8]=[CH:9][C:5]=2[S:1](=[O:4])(=[O:3])[NH:2]1 |f:1.2|. Procedure details: 32 g (0.145 mole) of methyl 3-sulfamoylthiophene-2-carboxylate (IX) in 145 ml of 1N methanolic sodium methylate solution is refluxed for 18 hours. The methanol is then evaporated off, the residue is taken up in water and a small amount of sodium bicarbonate, and the aqueous phase is extracted with methylene chloride and acidified with concentrated hydrochloric acid, whereupon the product precipitates as crystals which can be reprecipitated from water or ethanol. Reactants: Cl.NO (hydroxylamine hydrochloride), C([O-])([O-])=O.[Na+].[Na+] (sodium carbonate), FC=1C=C(C=CC1)C1=CC=C(C=C1)C(CCC(=O)O)=O (4-(3′-fluoro-biphenyl-4-yl)-4-oxo-butyric acid). Solvent: C(C)O (ethanol). Yields the product FC=1C=C(C=CC1)C1=CC=C(C=C1)C(CCC(=O)O)=NO (4-(3′-fluoro-biphenyl-4-yl)-4-hydroxyimino-butyric acid). RXN SMILES: [F:1][C:2]1[CH:3]=[C:4]([C:8]2[CH:13]=[CH:12][C:11]([C:14](=O)[CH2:15][CH2:16][C:17]([OH:19])=[O:18])=[CH:10][CH:9]=2)[CH:5]=[CH:6][CH:7]=1.Cl.[NH2:22][OH:23].C(=O)([O-])[O-].[Na+].[Na+]>C(O)C>[F:1][C:2]1[CH:3]=[C:4]([C:8]2[CH:13]=[CH:12][C:11]([C:14](=[N:22][OH:23])[CH2:15][CH2:16][C:17]([OH:19])=[O:18])=[CH:10][CH:9]=2)[CH:5]=[CH:6][CH:7]=1 |f:1.2,3.4.5|. Reported procedure: In a manner similar to Example 4, Step (c), 4-(3′-fluoro-biphenyl-4-yl)-4-oxo-butyric acid (0.9258 g, 0.00340 mol) was allowed to react with hydroxylamine hydrochloride (0.284 g, 0.00409 mol) in the presence of sodium carbonate (0.434 g, 0.00409 mol) in absolute ethanol (19 mL) to give 4-(3′-fluoro-biphenyl-4-yl)-4-hydroxyimino-butyric acid as a pale gray solid; mp 155-157° C.